The task is: describe an organic reaction: reactants, conditions, products, and yield. This data is from the Open Reaction Database (ORD), a public repository of structured organic reaction records. Starting materials: COc1ccc(COc2c(C)[nH]c(C)cc2=O)cc1, COc1ccc(COc2c(OCc3ccc(-c4ccccc4-c4nnnn4C(c4ccccc4)(c4ccccc4)c4ccccc4)cc3)cc(C)nc2C)cc1. Product: COc1ccc(COc2c(OCc3ccc(-c4ccccc4-c4nnn[nH]4)cc3)cc(C)nc2C)cc1. RXN SMILES: [CH3:1][c:2]1[nH:3][c:4]([CH3:5])[cH:6][c:7](=[O:8])[c:9]1[O:10][CH2:11][c:12]1[cH:13][cH:14][c:15]([O:16][CH3:17])[cH:18][cH:19]1.[CH3:20][c:21]1[n:22][c:23]([CH3:75])[cH:24][c:25]([O:37][CH2:38][c:39]2[cH:40][cH:41][c:42](-[c:45]3[c:46](-[c:51]4[n:52][n:53][n:54][n:55]4[C:56]([c:57]4[cH:58][cH:59][cH:60][cH:61][cH:62]4)([c:63]4[cH:64][cH:65][cH:66][cH:67][cH:68]4)[c:69]4[cH:70][cH:71][cH:72][cH:73][cH:74]4)[cH:47][cH:48][cH:49][cH:50]3)[cH:43][cH:44]2)[c:26]1[O:27][CH2:28][c:29]1[cH:30][cH:31][c:32]([O:35][CH3:36])[cH:33][cH:34]1>>[CH3:20][c:21]1[n:22][c:23]([CH3:75])[cH:24][c:25]([O:37][CH2:38][c:39]2[cH:40][cH:41][c:42](-[c:45]3[c:46](-[c:51]4[nH:52][n:53][n:54][n:55]4)[cH:47][cH:48][cH:49][cH:50]3)[cH:43][cH:44]2)[c:26]1[O:27][CH2:28][c:29]1[cH:30][cH:31][c:32]([O:35][CH3:36])[cH:33][cH:34]1.